This data is from the Open Reaction Database (ORD), a public repository of structured organic reaction records. The task is: describe an organic reaction: reactants, conditions, products, and yield Reactants: BrC=1C=C(C(=NC1)N1C[C@H](N(CC1)C1=NC(=NC(=C1)C1=CC=C(C=C1)F)N1[C@H](CCC1)C)C)Cl (4-[4-(5-bromo-3-chloro-pyridin-2-yl)-2-(R)-methyl-piperazin-1-y]-6-(4-fluoro-phenyl)-2-(2-(S)-methyl-pyrrolidin-1-yl)pyrimidine), CN(C)C=O (DMF). Reagents/catalysts: C=1C=CC(=CC1)[P](C=2C=CC=CC2)(C=3C=CC=CC3)[Pd]([P](C=4C=CC=CC4)(C=5C=CC=CC5)C=6C=CC=CC6)([P](C=7C=CC=CC7)(C=8C=CC=CC8)C=9C=CC=CC9)[P](C=1C=CC=CC1)(C=1C=CC=CC1)C=1C=CC=CC1 (Pd(PPh3)4), [C-]#N.[C-]#N.[Zn+2] (Zn(CN)2). Product: FC1=CC=C(C=C1)C1=CC(=NC(=N1)N1[C@H](CCC1)C)N1[C@@H](CN(CC1)C1=NC=C(C#N)C=C1Cl)C (6-{4-[6-(4-Fluoro-phenyl)-2-(2-(S)-methyl-pyrrolidin-1-yl)-pyrimidin-4-yl]-3-(R)-methyl-piperazin-1-yl}-5-chloro-nicotinonitrile). Reaction SMILES: Br[C:2]1[CH:3]=[C:4]([Cl:34])[C:5]([N:8]2[CH2:13][CH2:12][N:11]([C:14]3[CH:19]=[C:18]([C:20]4[CH:25]=[CH:24][C:23]([F:26])=[CH:22][CH:21]=4)[N:17]=[C:16]([N:27]4[CH2:31][CH2:30][CH2:29][C@@H:28]4[CH3:32])[N:15]=3)[C@H:10]([CH3:33])[CH2:9]2)=[N:6][CH:7]=1.[CH3:35][N:36](C=O)C>[C-]#N.[C-]#N.[Zn+2].C1C=CC([P]([Pd]([P](C2C=CC=CC=2)(C2C=CC=CC=2)C2C=CC=CC=2)([P](C2C=CC=CC=2)(C2C=CC=CC=2)C2C=CC=CC=2)[P](C2C=CC=CC=2)(C2C=CC=CC=2)C2C=CC=CC=2)(C2C=CC=CC=2)C2C=CC=CC=2)=CC=1>[F:26][C:23]1[CH:24]=[CH:25][C:20]([C:18]2[N:17]=[C:16]([N:27]3[CH2:31][CH2:30][CH2:29][C@@H:28]3[CH3:32])[N:15]=[C:14]([N:11]3[CH2:12][CH2:13][N:8]([C:5]4[C:4]([Cl:34])=[CH:3][C:2]([C:35]#[N:36])=[CH:7][N:6]=4)[CH2:9][C@H:10]3[CH3:33])[CH:19]=2)=[CH:21][CH:22]=1 |f:2.3.4,^1:48,50,69,88|. Procedure details: To a mixture of 4-[4-(5-bromo-3-chloro-pyridin-2-yl)-2-(R)-methyl-piperazin-1-y]-6-(4-fluoro-phenyl)-2-(2-(S)-methyl-pyrrolidin-1-yl)pyrimidine (700 mg) and Zn(CN)2 (94 mg) in DMF, add Pd(PPh3)4 (77 mg, 0.067 mmol). Purge the reaction mixture for 10 min with dry N2. Heat the stirring reaction mixture overnight at 80° C., cool to room temperature and partition between water and EtOAc. Dry the solution (Na2SO4), concentrate under reduced pressure. Purify the residue by flash column eluting with Et... Reactants: ClC1=CC=C(C=C1)C=1C=C(C=NC1OCC(F)(F)F)N (5-(4-chloro-phenyl)-6-(2,2, 2-trifluoro-ethoxy)-pyridin-3-ylamine), CC1=NOC=C1C(=O)O (3-methyl-4-isoxazolecarboxylic acid). Product: ClC1=CC=C(C=C1)C=1C=C(C=NC1OCC(F)(F)F)NC(=O)C=1C(=NOC1)C (3-methyl-isoxazole-4-carboxylic acid[5-(4-chloro-phenyl)-6-(2,2,2-trifluoro-ethoxy)-pyridin-3-yl]-amide). RXN SMILES: [Cl:1][C:2]1[CH:7]=[CH:6][C:5]([C:8]2[CH:9]=[C:10]([NH2:20])[CH:11]=[N:12][C:13]=2[O:14][CH2:15][C:16]([F:19])([F:18])[F:17])=[CH:4][CH:3]=1.[CH3:21][C:22]1[C:26]([C:27](O)=[O:28])=[CH:25][O:24][N:23]=1>>[Cl:1][C:2]1[CH:3]=[CH:4][C:5]([C:8]2[CH:9]=[C:10]([NH:20][C:27]([C:26]3[C:22]([CH3:21])=[N:23][O:24][CH:25]=3)=[O:28])[CH:11]=[N:12][C:13]=2[O:14][CH2:15][C:16]([F:17])([F:18])[F:19])=[CH:6][CH:7]=1. Reported procedure: The title compound was synthesized in analogy to Example 1, using 5-(4-chloro-phenyl)-6-(2,2, 2-trifluoro-ethoxy)-pyridin-3-ylamine and 3-methyl-4-isoxazolecarboxylic acid as starting materials, MS (LC/MS): 412.2 (M+H). The reactants are B(Br)(Br)Br (BBr3), BrC1=C(C=C(C=C1)[N+](=O)[O-])OC (1-bromo-2-methoxy-4-nitrobenzene). Run in C(Cl)Cl (DCM). Conditions: time 8 hour. Product: BrC1=C(C=C(C=C1)[N+](=O)[O-])O (2-bromo-5-nitro-phenol). The yield is 65.0%. RXN SMILES: B(Br)(Br)Br.[Br:5][C:6]1[CH:11]=[CH:10][C:9]([N+:12]([O-:14])=[O:13])=[CH:8][C:7]=1[O:15]C>C(Cl)Cl>[Br:5][C:6]1[CH:11]=[CH:10][C:9]([N+:12]([O-:14])=[O:13])=[CH:8][C:7]=1[OH:15]. Reported procedure: BBr3 (8.58 mL of 1.0M solution, 8.6 mmol) was added to the DCM (10 mL) solution of 1-bromo-2-methoxy-4-nitrobenzene (1.0 g, 4.3 mmol) at 0° C. The reaction mixture was warmed to room temperature and stirred overnight. The mixture was quenched with water and extracted with ethyl acetate (3×20 mL). The combined extracts were dried and the crude was purified by flash column chromatography to get the desired compound as pale brown powder in 65% yield (600 mg).